The task is: describe an organic reaction: reactants, conditions, products, and yield. This data is from the Open Reaction Database (ORD), a public repository of structured organic reaction records. Starting materials: CCCNCCC(=O)OC, COc1ccc2c(c1)CC(=O)CS2, Cc1ccccc1, O=C(O)C(F)(F)F. Product: CCCN1CCC(=O)C2=C1CSc1ccc(OC)cc12. RXN SMILES: [CH2:14]([CH2:15][CH3:16])[NH:17][CH2:18][CH2:19][C:20](=[O:21])[O:22][CH3:23].[CH3:1][O:2][c:3]1[cH:4][c:5]2[c:10]([cH:11][cH:12]1)[S:9][CH2:8][C:7](=[O:13])[CH2:6]2.[CH3:31][c:32]1[cH:33][cH:34][cH:35][cH:36][cH:37]1.[OH:24][C:25]([C:26]([F:27])([F:28])[F:29])=[O:30]>>[CH3:1][O:2][c:3]1[cH:4][c:5]2[c:10]([cH:11][cH:12]1)[S:9][CH2:8][C:7]1=[C:6]2[C:20](=[O:21])[CH2:19][CH2:18][N:17]1[CH2:14][CH2:15][CH3:16]. The reactants are CC(C)(C)OC(=O)N1CCN(c2cnc(F)c(OCc3cccc(Cl)c3)n2)CC1, O=CO. Product: Fc1ncc(N2CCNCC2)nc1OCc1cccc(Cl)c1, O=CO. RXN SMILES: [C:1]([CH3:2])([CH3:3])([CH3:4])[O:5][C:6](=[O:7])[N:8]1[CH2:9][CH2:10][N:11]([c:14]2[n:15][c:16]([O:21][CH2:22][c:23]3[cH:24][c:25]([Cl:29])[cH:26][cH:27][cH:28]3)[c:17]([F:20])[n:18][cH:19]2)[CH2:12][CH2:13]1.[CH:30]([OH:31])=[O:32]>>[NH:8]1[CH2:9][CH2:10][N:11]([c:14]2[n:15][c:16]([O:21][CH2:22][c:23]3[cH:24][c:25]([Cl:29])[cH:26][cH:27][cH:28]3)[c:17]([F:20])[n:18][cH:19]2)[CH2:12][CH2:13]1.[O:5]=[CH:6][OH:7].